This data is from the Open Reaction Database (ORD), a public repository of structured organic reaction records. The task is: describe an organic reaction: reactants, conditions, products, and yield The reactants are Cc1ccccc1, COc1cnnc(Cl)c1, ClCCl, Oc1cc(C(F)(F)F)nn1C1CCCCO1, Cc1cccc(C)n1. Product: COc1cnnc(Oc2cc(C(F)(F)F)nn2C2CCCCO2)c1. RXN SMILES: [CH3:26][c:27]1[cH:28][cH:29][cH:30][cH:31][cH:32]1.[Cl:17][c:18]1[n:19][n:20][cH:21][c:22]([O:24][CH3:25])[cH:23]1.[Cl:41][CH2:42][Cl:43].[O:1]1[CH:2]([n:7]2[n:8][c:9]([C:13]([F:14])([F:15])[F:16])[cH:10][c:11]2[OH:12])[CH2:3][CH2:4][CH2:5][CH2:6]1.[n:33]1[c:34]([CH3:35])[cH:36][cH:37][cH:38][c:39]1[CH3:40]>>[O:1]1[CH:2]([n:7]2[n:8][c:9]([C:13]([F:14])([F:15])[F:16])[cH:10][c:11]2[O:12][c:18]2[n:19][n:20][cH:21][c:22]([O:24][CH3:25])[cH:23]2)[CH2:3][CH2:4][CH2:5][CH2:6]1. Reactants: N#Cc1cnccc1C(F)(F)F, Cl, [K+], [OH-], O, OCCO. Yields the product O=C(O)c1cnccc1C(F)(F)F. As a reaction SMILES: [C:1](#[N:2])[c:3]1[cH:4][n:5][cH:6][cH:7][c:8]1[C:9]([F:10])([F:11])[F:12].[ClH:16].[K+:14].[OH-:13].[OH2:15].[OH:17][CH2:18][CH2:19][OH:20]>>[C:1]([c:3]1[cH:4][n:5][cH:6][cH:7][c:8]1[C:9]([F:10])([F:11])[F:12])(=[O:13])[OH:15]. Starting materials: FC(/C=C/C1(CCN(CC1)C(=O)OC(C)(C)C)O)F ((E)-tert-butyl 4-(3,3-difluoroprop-1-enyl)-4-hydroxypiperidine-1-carboxylate). Solvent: Cl (HCl), O1CCOCC1 (dioxane). Yields the product FC(/C=C/C1(CCNCC1)O)F ((E)-4-(3,3-difluoroprop-1-enyl)piperidin-4-ol). The yield is 157.5%. As a reaction SMILES: [F:1][CH:2]([F:19])/[CH:3]=[CH:4]/[C:5]1([OH:18])[CH2:10][CH2:9][N:8](C(OC(C)(C)C)=O)[CH2:7][CH2:6]1>Cl.O1CCOCC1>[F:19][CH:2]([F:1])/[CH:3]=[CH:4]/[C:5]1([OH:18])[CH2:6][CH2:7][NH:8][CH2:9][CH2:10]1. Procedure: A solution of (E)-tert-butyl 4-(3,3-difluoroprop-1-enyl)-4-hydroxypiperidine-1-carboxylate (38C) (293 mg, 1.075 mmol) in 5 mL of 3.5 N HCl in dioxane was stirred at r.t. for 30 min. The reaction mixture was concentrated in vacuo to give 300 mg of the title product as a yellow liquid which was used in the next step directly. Starting materials: Nc1cnc(Oc2cnc3ccccc3c2)c(Cl)c1, O=S(=O)(Cl)c1ccc(Cl)cc1F. The product is O=S(=O)(Nc1cnc(Oc2cnc3ccccc3c2)c(Cl)c1)c1ccc(Cl)cc1F. Reaction SMILES: [Cl:1][c:2]1[cH:3][c:4]([NH2:19])[cH:5][n:6][c:7]1[O:8][c:9]1[cH:10][n:11][c:12]2[cH:13][cH:14][cH:15][cH:16][c:17]2[cH:18]1.[Cl:20][c:21]1[cH:22][c:23]([F:31])[c:24]([S:27](=[O:28])(=[O:29])[Cl:30])[cH:25][cH:26]1>>[Cl:1][c:2]1[cH:3][c:4]([NH:19][S:27]([c:24]2[c:23]([F:31])[cH:22][c:21]([Cl:20])[cH:26][cH:25]2)(=[O:28])=[O:29])[cH:5][n:6][c:7]1[O:8][c:9]1[cH:10][n:11][c:12]2[cH:13][cH:14][cH:15][cH:16][c:17]2[cH:18]1. Reactants: [H-].[Na+] (sodium hydride), ice, COCCOCCl (2-methoxyethoxymethyl chloride), C(C)(C)C1=C(C=CC=C1)O (2-isopropylphenol). Run in O1CCCC1 (tetrahydrofuran), O1CCCC1 (tetrahydrofuran), O1CCCC1 (tetrahydrofuran). Run at temperature 0 celsius, time 10 minute. Product: C(C)(C)C1=C(C=CC=C1)OCOCCOC (1-isopropyl-2-[(2-methoxyethoxy)methoxy]benzene). The yield is 80.8%. Reaction SMILES: [H-].[Na+].[CH:3]([C:6]1[CH:11]=[CH:10][CH:9]=[CH:8][C:7]=1[OH:12])([CH3:5])[CH3:4].[CH3:13][O:14][CH2:15][CH2:16][O:17][CH2:18]Cl>O1CCCC1>[CH:3]([C:6]1[CH:11]=[CH:10][CH:9]=[CH:8][C:7]=1[O:12][CH2:13][O:14][CH2:15][CH2:16][O:17][CH3:18])([CH3:5])[CH3:4] |f:0.1|. Procedure details: In dry tetrahydrofuran (60 mL) was suspended 4.80 g (120 mmol) of 60% sodium hydride, and a dry tetrahydrofuran (80 mL) solution containing 13.6 g (100 mmol) of 2-isopropylphenol was added dropwise to the suspension at 0° C. After stirring at 0° C. for 10 minutes, a dry tetrahydrofuran (80 mL) solution containing 14.9 g (119 mmol) of 2-methoxyethoxymethyl chloride was added dropwise thereto. The reaction mixture was stirred in an ice bath for 2 hours, poured into ice-cold water (250 mL), and ext... Reactants: C(C)(C)(C)OC(N(CCF)CC1=CC(=C(C=C1)Cl)CO)=O ((4-chloro-3-hydroxymethyl-benzyl)-(2-fluoro-ethyl)-carbamic acid tert-butyl ester). Reagents/catalysts: O=[Mn]=O (MnO2), O=[Mn]=O (MnO2). Run in CC#N (CH3CN). Conditions: time 4.5 hour. The product is C(C)(C)(C)OC(N(CCF)CC1=CC(=C(C=C1)Cl)C=O)=O ((4-Chloro-3-formyl-benzyl)-(2-fluoro-ethyl)-carbamic acid tert-butyl ester). Yield: 100.5%. Reaction SMILES: [C:1]([O:5][C:6](=[O:21])[N:7]([CH2:11][C:12]1[CH:17]=[CH:16][C:15]([Cl:18])=[C:14]([CH2:19][OH:20])[CH:13]=1)[CH2:8][CH2:9][F:10])([CH3:4])([CH3:3])[CH3:2]>CC#N.O=[Mn]=O>[C:1]([O:5][C:6](=[O:21])[N:7]([CH2:11][C:12]1[CH:17]=[CH:16][C:15]([Cl:18])=[C:14]([CH:19]=[O:20])[CH:13]=1)[CH2:8][CH2:9][F:10])([CH3:4])([CH3:2])[CH3:3]. Procedure details: MnO2 (1.22 g, 12.6 mmol) was added to a sol. of (4-chloro-3-hydroxymethyl-benzyl)-(2-fluoro-ethyl)-carbamic acid tert-butyl ester (801 mg, 2.52 mmol) in CH3CN (50 mL). The mixture was stirred at rt for 4.5 h, and MnO2 (1.22 g, 12.6 mmol) was added again. The mixture was stirred for 1 h, and was filtered over Celite. The precipitate was washed with CH3CN and CH2Cl2. The filtrate was evaporated under reduced pressure. Drying the residue under high vacuum yielded the crude title compound (800 mg, q...